This data is from the Open Reaction Database (ORD), a public repository of structured organic reaction records. The task is: describe an organic reaction: reactants, conditions, products, and yield Reaction SMILES: [F:17][c:18]1[cH:19][cH:20][c:21]([O:22][CH2:23][CH2:24][N:25]([c:26]2[cH:27][n:28][cH:29][c:30](-[c:32]3[s:33][c:34]([C:38](=[O:39])[OH:40])[c:35]([CH3:37])[n:36]3)[n:31]2)[CH3:41])[cH:42][cH:43]1.[NH2:1][CH2:2][c:3]1[cH:4][cH:5][cH:6][cH:7][cH:8]1.[NH2:9][CH2:10][c:11]1[cH:12][n:13][cH:14][cH:15][cH:16]1>>[NH:9]([CH2:10][c:11]1[cH:12][n:13][cH:14][cH:15][cH:16]1)[C:38]([c:34]1[s:33][c:32](-[c:30]2[cH:29][n:28][cH:27][c:26]([N:25]([CH2:24][CH2:23][O:22][c:21]3[cH:20][cH:19][c:18]([F:17])[cH:43][cH:42]3)[CH3:41])[n:31]2)[n:36][c:35]1[CH3:37])=[O:39]. The product is Cc1nc(-c2cncc(N(C)CCOc3ccc(F)cc3)n2)sc1C(=O)NCc1cccnc1. Reactants: Cc1nc(-c2cncc(N(C)CCOc3ccc(F)cc3)n2)sc1C(=O)O, NCc1ccccc1, NCc1cccnc1. Starting materials: C(C)(C)(C)OC(=O)N[C@@H](CC1=CC=C(C=C1)OC1CCCC1)C(=O)O (N-(Tertiarybutoxycarbonyl)-O-cyclopentyl-L-tyrosine), ON1N=NC2=C1C=CC=C2 (1-hydroxybenzotriazole), CN (methylamine). The solvent is ClCCl (dichloromethane), ClCCl (dichloromethane). The product is CNC([C@@H](NC(=O)OC(C)(C)C)CC1=CC=C(C=C1)OC1CCCC1)=O (N-(Tertiarybutoxycarbonyl)-O-cyclopentyl-L-tyrosine N-Methylamide). Isolated yield 14.0%. RXN SMILES: [C:1]([O:5][C:6]([NH:8][C@H:9]([C:23]([OH:25])=O)[CH2:10][C:11]1[CH:16]=[CH:15][C:14]([O:17][CH:18]2[CH2:22][CH2:21][CH2:20][CH2:19]2)=[CH:13][CH:12]=1)=[O:7])([CH3:4])([CH3:3])[CH3:2].O[N:27]1[C:31]2C=CC=CC=2N=N1.CN>ClCCl>[CH3:31][NH:27][C:23](=[O:25])[C@H:9]([CH2:10][C:11]1[CH:16]=[CH:15][C:14]([O:17][CH:18]2[CH2:22][CH2:21][CH2:20][CH2:19]2)=[CH:13][CH:12]=1)[NH:8][C:6]([O:5][C:1]([CH3:4])([CH3:3])[CH3:2])=[O:7]. Reported procedure: To a cold (0°) solution of N-(Tertiarybutoxycarbonyl)-O-cyclopentyl-L-tyrosine (6.89 g, 20 mM) in dichloromethane (40 ml) was added 1-hydroxybenzotriazole (3.32 g, 21 mM) and dicyclohenylcarbodiimide (4.47 g, 21 mM). After 20 minutes at 0° a solution of methylamine (1.34 g, 40 mM) in dichloromethane (20 ml) was added and the reaction mixture was allowed to stir and warm to room temperature overnight. The reaction mixture after filtration and washing with water, dilute (1M) sodium hydroxide, 3N c...